From a dataset of the Open Reaction Database (ORD), a public repository of structured organic reaction records. describe an organic reaction: reactants, conditions, products, and yield Reagents/catalysts: [Cl-].C(C)[N+](CC1=CC=CC=C1)(CC)CC (triethylbenzylammonium chloride). Reactants: [OH-].[Na+] (sodium hydroxide), P(SC)(OC)[O-] (dimethyl thiophosphite), C(C)(C)(C)OC(=O)C1=CC=CC2=CC=C(C=C12)CBr (7-bromomethylnaphthalene-1-carboxylic acid tert-butyl ester), ClCCl (dichloromethane). Yields the product C(C)(C)(C)OC(=O)C1=CC=CC2=CC=C(C=C12)CP(=S)(OC)OC (7-(dimethoxythiophosphorylmethyl) naphthalene-1-carboxylic acid tert-butyl ester). Reported procedure: A solution of dimethyl thiophosphite (3.84 g, 30.5 mmol), crude 7-bromomethylnaphthalene-1-carboxylic acid tert-butyl ester (11.2 g, 34.9 mmol) and triethylbenzylammonium chloride (0.72 g, 3.17 mmol) in dichloromethane (100 mL) was cooled on an ice bath and a solution of sodium hydroxide (12.7 g, 0.317 mol) in water (12.7 mL) was added slowly with vigorous stirring. The ice bath was then removed and the mixture stirred overnight. The next morning, it was washed with water, dried (magnesium sulfa... RXN SMILES: [P:1]([O-:6])([O:4][CH3:5])[S:2]C.[C:7]([O:11][C:12]([C:14]1[C:23]2[C:18](=[CH:19][CH:20]=[C:21]([CH2:24]Br)[CH:22]=2)[CH:17]=[CH:16][CH:15]=1)=[O:13])([CH3:10])([CH3:9])[CH3:8].[OH-].[Na+].Cl[CH2:29]Cl>[Cl-].C([N+](CC)(CC)CC1C=CC=CC=1)C.O>[C:7]([O:11][C:12]([C:14]1[C:23]2[C:18](=[CH:19][CH:20]=[C:21]([CH2:24][P:1]([O:6][CH3:29])([O:4][CH3:5])=[S:2])[CH:22]=2)[CH:17]=[CH:16][CH:15]=1)=[O:13])([CH3:10])([CH3:9])[CH3:8] |f:2.3,5.6|. Run in O (water). Run at time 8 hour.